This data is from the Open Reaction Database (ORD), a public repository of structured organic reaction records. The task is: describe an organic reaction: reactants, conditions, products, and yield Starting materials: C[O-].[Na+] (sodium methoxide), O (water), C(C1=CC=CC=C1)N1CC(C(CC1)=O)C(=O)OC (Methyl 1-benzyl-4-oxo-3-piperidinecarboxylate), NC(=O)N (urea). Solvent: CO (methanol), CO (methanol). Reaction conditions: temperature 0 celsius. The product is C(C1=CC=CC=C1)N1CC2C(NC(NC2=O)=O)CC1 (6-benzylhexahydropyrido[4,3-d]pyrimidine-2,4(1H,3H)-dione). Yield: 64.2%. As a reaction SMILES: [CH2:1]([N:8]1[CH2:13][CH2:12][C:11](=O)[CH:10]([C:15]([O:17]C)=O)[CH2:9]1)[C:2]1[CH:7]=[CH:6][CH:5]=[CH:4][CH:3]=1.[NH2:19][C:20]([NH2:22])=[O:21].C[O-].[Na+].O>CO>[CH2:1]([N:8]1[CH2:13][CH2:12][CH:11]2[NH:19][C:20](=[O:21])[NH:22][C:15](=[O:17])[CH:10]2[CH2:9]1)[C:2]1[CH:3]=[CH:4][CH:5]=[CH:6][CH:7]=1 |f:2.3|. Reported procedure: Methyl 1-benzyl-4-oxo-3-piperidinecarboxylate (20.194 g, 71.168 mmol) and urea (9.031 g, 150.4 mmol) were dissolved in methanol (150 mL). 4.63 M of sodium methoxide in methanol (46 mL) was added dropwise. Then the reaction was heated to reflux under nitrogen for 96 h. The reaction was cooled to 0° C. and filtered to give a white solid. This was stirred vigorously for 30 minutes with 50 ml water, then cooled to 0° C. and filtered to give 6-benzylhexahydropyrido[4,3-d]pyrimidine-2,4(1H,3H)-dione (... The reactants are O=[N+]([O-])C=Cc1c[nH]c2ccc(Br)cc12, CI, [Cl-], [Mg], [NH4+], C1CCOC1. The product is CC(C[N+](=O)[O-])c1c[nH]c2ccc(Br)cc12. RXN SMILES: [Br:4][c:5]1[cH:6][c:7]2[c:8]([CH:14]=[CH:15][N+:16](=[O:17])[O-:18])[cH:9][nH:10][c:11]2[cH:12][cH:13]1.[CH3:1][I:2].[Cl-:19].[Mg:3].[NH4+:20].[O:21]1[CH2:22][CH2:23][CH2:24][CH2:25]1>>[CH3:1][CH:14]([c:8]1[c:7]2[cH:6][c:5]([Br:4])[cH:13][cH:12][c:11]2[nH:10][cH:9]1)[CH2:15][N+:16](=[O:17])[O-:18]. The reactants are BrC1CCN(CC1)C(=O)OC(C)(C)C (4-bromo-1(tert-butoxycarbonyl)piperidine), [H-].[Na+] (NaH), oil, FC1=CC=C(CS)C=C1 (4-fluorobenzyl mercaptan). The solvent is CN(C)C=O (DMF), CN(C)C=O (DMF). Run at time 15 minute. Yields the product C(C)(C)(C)OC(=O)N1CCC(CC1)SCC1=CC=C(C=C1)F (1-(tert-Butoxycarbonyl)-4-(4-fluorobenzylthio)piperidine). Yield: 34.3%. As a reaction SMILES: [F:1][C:2]1[CH:9]=[CH:8][C:5]([CH2:6][SH:7])=[CH:4][CH:3]=1.[H-].[Na+].Br[CH:13]1[CH2:18][CH2:17][N:16]([C:19]([O:21][C:22]([CH3:25])([CH3:24])[CH3:23])=[O:20])[CH2:15][CH2:14]1>CN(C=O)C>[C:22]([O:21][C:19]([N:16]1[CH2:17][CH2:18][CH:13]([S:7][CH2:6][C:5]2[CH:8]=[CH:9][C:2]([F:1])=[CH:3][CH:4]=2)[CH2:14][CH2:15]1)=[O:20])([CH3:25])([CH3:23])[CH3:24] |f:1.2|. Procedure: To a stirred solution of 4-fluorobenzyl mercaptan (23.34 g, 164 mmol) in DMF (150ml) under argon, cooled in a bath at -2° C. as added portionwise 60% NaH in oil (6.57 g, 164 mmol) over 12 minutes. The mixture was then stirred at room temperature for 15 minutes before recooling in bath at -2° C. and adding by cannular, over 13 minutes, a solution of 4-bromo-1(tert-butoxycarbonyl)piperidine (10.84 g, 41.0 mmol) in DMF (50ml). The mixture was then stirred at room temperature for 24 h before partiti... The reactants are COCC1CCCN1C(=O)c1cc2nccc(Oc3ccc4[nH]c(C)cc4c3)c2s1, CI. Yields the product COCC1CCCN1C(=O)c1cc2nccc(Oc3ccc4c(c3)cc(C)n4C)c2s1. Reaction SMILES: [CH3:1][O:2][CH2:3][CH:4]1[N:5]([C:9](=[O:10])[c:11]2[cH:12][c:13]3[n:14][cH:15][cH:16][c:17]([O:20][c:21]4[cH:22][c:23]5[cH:24][c:25]([CH3:30])[nH:26][c:27]5[cH:28][cH:29]4)[c:18]3[s:19]2)[CH2:6][CH2:7][CH2:8]1.[CH3:31][I:32]>>[CH3:1][O:2][CH2:3][CH:4]1[N:5]([C:9](=[O:10])[c:11]2[cH:12][c:13]3[n:14][cH:15][cH:16][c:17]([O:20][c:21]4[cH:22][c:23]5[cH:24][c:25]([CH3:30])[n:26]([CH3:31])[c:27]5[cH:28][cH:29]4)[c:18]3[s:19]2)[CH2:6][CH2:7][CH2:8]1.